This data is from the Open Reaction Database (ORD), a public repository of structured organic reaction records. The task is: describe an organic reaction: reactants, conditions, products, and yield Starting materials: FC1=NC=CC=C1C1=NC(=NC(=N1)C)N (4-(2-fluoropyridin-3-yl)-6-methyl-1,3,5-triazin-2-amine), NC=1C=C(C(=NC1)C)NS(=O)(=O)C (N-(5-amino-2-methylpyridin-3-yl)methanesulfonamide), C[Si](C)(C)[N-][Si](C)(C)C.[Na+] (Sodium bis(trimethylsilyl)amide), C1CCOC1 (THF). Run in CN(C)C=O (DMF). Run at temperature 0 celsius, time 10 minute. Product: NC1=NC(=NC(=N1)C)C=1C(=NC=CC1)NC=1C=C(C(=NC1)C)NS(=O)(=O)C (N-(5-(3-(4-Amino-6-Methyl-1,3,5-Triazin-2-yl)Pyridin-2-Ylamino)-2-Methylpyridin-3-yl)Methanesulfonamide). Isolated yield 41.4%. Reaction SMILES: F[C:2]1[C:7]([C:8]2[N:13]=[C:12]([CH3:14])[N:11]=[C:10]([NH2:15])[N:9]=2)=[CH:6][CH:5]=[CH:4][N:3]=1.[NH2:16][C:17]1[CH:18]=[C:19]([NH:24][S:25]([CH3:28])(=[O:27])=[O:26])[C:20]([CH3:23])=[N:21][CH:22]=1.C[Si]([N-][Si](C)(C)C)(C)C.[Na+].C1COCC1>CN(C=O)C>[NH2:15][C:10]1[N:11]=[C:12]([CH3:14])[N:13]=[C:8]([C:7]2[C:2]([NH:16][C:17]3[CH:18]=[C:19]([NH:24][S:25]([CH3:28])(=[O:27])=[O:26])[C:20]([CH3:23])=[N:21][CH:22]=3)=[N:3][CH:4]=[CH:5][CH:6]=2)[N:9]=1 |f:2.3|. Reported procedure: To a 15 mL round-bottom flask was added 4-(2-fluoropyridin-3-yl)-6-methyl-1,3,5-triazin-2-amine (0.045 g, 0.219 mmol), N-(5-amino-2-methylpyridin-3-yl)methanesulfonamide (0.049 g, 0.241 mmol), and DMF (2.0 mL). The mixture was cooled to 0° C. under N2. Sodium bis(trimethylsilyl)amide, 1.0 m in THF (Aldrich) (0.178 mL, 0.877 mmol) was then added to the solution in one portion. The now burgundy color mixture was stirred at 0° C. for 10 min then warmed up to rt and stirred for 1 h. The reaction mix... Starting materials: OC=1C=C(C(=O)NC2=NN(C=C2)C)C=C(C1)O[C@H](CC)C (3-hydroxy-5-{[(1S)-1-methylpropyl]oxy}-N-(1-methyl-1H-pyrazol-3-yl)benzamide), N1(CCC1)C(=O)C=1C=C(C(=NC1)Cl)Cl (5-(azetidin-1-ylcarbonyl)-2,3-dichloropyridine), C([O-])([O-])=O.[K+].[K+] (potassium carbonate). Run in C(C)#N (acetonitrile). Run at temperature 160 celsius, time 6 hour. Yields the product N1(CCC1)C(=O)C=1C=C(C(=NC1)OC=1C=C(C(=O)NC2=NN(C=C2)C)C=C(C1)O[C@H](CC)C)Cl (3-{[5-(Azetidin-1-ylcarbonyl)-3-chloropyridin-2-yl]oxy}-5-{[(1S)-1-methylpropyl]oxy}-N-(1-methyl-1H-pyrazol-3-yl)benzamide). The yield is 91.4%. RXN SMILES: [OH:1][C:2]1[CH:3]=[C:4]([CH:14]=[C:15]([O:17][C@@H:18]([CH3:21])[CH2:19][CH3:20])[CH:16]=1)[C:5]([NH:7][C:8]1[CH:12]=[CH:11][N:10]([CH3:13])[N:9]=1)=[O:6].[N:22]1([C:26]([C:28]2[CH:29]=[C:30]([Cl:35])[C:31](Cl)=[N:32][CH:33]=2)=[O:27])[CH2:25][CH2:24][CH2:23]1.C(=O)([O-])[O-].[K+].[K+]>C(#N)C>[N:22]1([C:26]([C:28]2[CH:29]=[C:30]([Cl:35])[C:31]([O:1][C:2]3[CH:3]=[C:4]([CH:14]=[C:15]([O:17][C@@H:18]([CH3:21])[CH2:19][CH3:20])[CH:16]=3)[C:5]([NH:7][C:8]3[CH:12]=[CH:11][N:10]([CH3:13])[N:9]=3)=[O:6])=[N:32][CH:33]=2)=[O:27])[CH2:25][CH2:24][CH2:23]1 |f:2.3.4|. Procedure: A solution of 3-hydroxy-5-{[(1S)-1-methylpropyl]oxy}-N-(1-methyl-1H-pyrazol-3-yl)benzamide (116 mg, 0.4 mmol) and the 5-(azetidin-1-ylcarbonyl)-2,3-dichloropyridine (111 mg, 0.48 mmol) in acetonitrile (2 mL) containing potassium carbonate (111 mg, 0.8 mmol) was heated with stirring in the microwave reactor for 6 hours at 160° C. The reaction mixture was filtered and the filtrate evaporated to dryness under reduced pressure and purified by chromatography on silica, eluting with 50-100% ethyl acet...